This data is from the Open Reaction Database (ORD), a public repository of structured organic reaction records. The task is: describe an organic reaction: reactants, conditions, products, and yield As a reaction SMILES: [CH:1]1([C:7]([OH:16])([C:10]2[CH:15]=[CH:14][CH:13]=[CH:12][CH:11]=2)[C:8]#[CH:9])[CH2:6][CH2:5][CH2:4][CH2:3][CH2:2]1.[C:17](O)(=[O:19])[CH3:18].C(N)(=S)C.CC[O:27]CC>>[C:17]([O:16][C:7]([CH:1]1[CH2:6][CH2:5][CH2:4][CH2:3][CH2:2]1)([C:10]1[CH:11]=[CH:12][CH:13]=[CH:14][CH:15]=1)[C:8](=[O:27])[CH3:9])(=[O:19])[CH3:18]. Procedure: 3-Cyclohexyl-3-hydroxy-3-phenylprop-1-yne (21.57 g, 0.10 mol) was added to 100 ml of glacial acetic acid. While the solution was stirred vigorously mercuric acetate (35.20 g, 0.11 mol) was added. The solution was stirred at room temperature for 72 hours and then thioacetamide (8.3 g, 0.11 mol) was added. The solution was stirred an additional 3 hours and 300 ml of ether was added. The reaction mixture was transferred to a separatory funnel and washed with water, saturated sodium bicarbonate solu... Run at time 72 hour. Yields the product C(C)(=O)OC(C(C)=O)(C1=CC=CC=C1)C1CCCCC1 (1-Acetoxy-1-cyclohexyl-1-phenylpropan-2-one). The reactants are C(C)(=S)N (thioacetamide), C1(CCCCC1)C(C#C)(C1=CC=CC=C1)O (3-Cyclohexyl-3-hydroxy-3-phenylprop-1-yne), C(C)(=O)O (acetic acid), CCOCC (ether), mercuric acetate. Isolated yield 66.9%. Reactants: CCOCC, N#Cc1ccc(NC(=O)CCl)cc1, Cl, Fc1ccc(CC2CCNCC2)cc1. Yields the product N#Cc1ccc(NC(=O)CN2CCC(Cc3ccc(F)cc3)CC2)cc1. As a reaction SMILES: [CH2:29]([O:30][CH2:31][CH3:32])[CH3:33].[Cl:1][CH2:2][C:3](=[O:4])[NH:5][c:6]1[cH:7][cH:8][c:9]([C:12]#[N:13])[cH:10][cH:11]1.[ClH:14].[F:15][c:16]1[cH:17][cH:18][c:19]([CH2:20][CH:21]2[CH2:22][CH2:23][NH:24][CH2:25][CH2:26]2)[cH:27][cH:28]1>>[CH2:2]([C:3](=[O:4])[NH:5][c:6]1[cH:7][cH:8][c:9]([C:12]#[N:13])[cH:10][cH:11]1)[N:24]1[CH2:23][CH2:22][CH:21]([CH2:20][c:19]2[cH:18][cH:17][c:16]([F:15])[cH:28][cH:27]2)[CH2:26][CH2:25]1. The reactants are Cc1ccc(S(=O)(=O)N2c3ccc(C)cc3OS2(=O)=O)cc1, CC#N, [N-]=[N+]=[N-], [Na+]. The product is Cc1ccc2c(c1)OS(=O)(=O)N2. Reaction SMILES: [CH3:1][c:2]1[cH:3][c:4]2[c:5]([cH:21][cH:22]1)[N:6]([S:11]([c:12]1[cH:13][cH:14][c:15]([CH3:16])[cH:17][cH:18]1)(=[O:19])=[O:20])[S:7](=[O:9])(=[O:10])[O:8]2.[CH3:27][C:28]#[N:29].[N-:24]=[N+:25]=[N-:26].[Na+:23]>>[CH3:1][c:2]1[cH:3][c:4]2[c:5]([cH:21][cH:22]1)[NH:6][S:7](=[O:9])(=[O:10])[O:8]2. Reactants: ClC=1C=NC(NC1)=O (5-chloropyrimidin-2-one), BrC(C(=O)C=1SC=CC1)C (2-(2-bromopropionyl)thiophene). The solvent is C(C)N(CC)CC (triethylamine), C(C)O (ethanol). Yields the product ClC=1C=NC(N(C1)C(C)C(C1=CC=CS1)=O)=O (5-Chloro-1-[1-(2-thenoyl)ethyl]pyrimidin-2-one). The yield is 29.8%. RXN SMILES: [Cl:1][C:2]1[CH:3]=[N:4][C:5](=[O:8])[NH:6][CH:7]=1.Br[CH:10]([CH3:18])[C:11]([C:13]1[S:14][CH:15]=[CH:16][CH:17]=1)=[O:12]>C(N(CC)CC)C.C(O)C>[Cl:1][C:2]1[CH:3]=[N:4][C:5](=[O:8])[N:6]([CH:10]([C:11](=[O:12])[C:13]2[S:14][CH:15]=[CH:16][CH:17]=2)[CH3:18])[CH:7]=1. Procedure details: A mixture of 5-chloropyrimidin-2-one (522 mg) and 2-(2-bromopropionyl)thiophene (965 mg) in triethylamine (0.84 ml) and ethanol (25 ml) was stirred at room temperature. After 3 h. the mixture was heated to 50° C. After a further 1 h. the solvent was removed and the residue dissolved in ethyl acetate (50 ml) which was washed with water (3×25 ml) and brine, dried (MgSO4) and evaporated to a yellow oil. The oil was triturated with diethyl ether and the resulting solid was crystallised twice from et... Reactants: [H-] (hydride), O (water), [H-].[H-].[H-].[H-].[Li+].[Al+3] (LiAlH4), C(C)N1C2=CC=C(C=C2C=2C=C(C=CC12)C(=O)O)C(=O)O (N-ethylcarbazole-3,6-dicarboxylic acid). Reagents/catalysts: [O-2].[O-2].[Mn+4] (manganese dioxide), [O-2].[O-2].[Mn+4] (manganese dioxide). Run in C1CCOC1 (THF), ClCCl (dichloromethane). Run at temperature 0 celsius, time 30 minute. The product is C(=O)C=1C=CC=2N(C3=CC=C(C=C3C2C1)C=O)CC (3,6-Diformyl-N-ethylcarbazole). As a reaction SMILES: [H-].[H-].[H-].[H-].[Li+].[Al+3].[CH2:7]([N:9]1[C:21]2[CH:20]=[CH:19][C:18]([C:22](O)=[O:23])=[CH:17][C:16]=2[C:15]2[C:10]1=[CH:11][CH:12]=[C:13]([C:25](O)=[O:26])[CH:14]=2)[CH3:8].[H-].O>C1COCC1.ClCCl.[O-2].[O-2].[Mn+4]>[CH:25]([C:13]1[CH:12]=[CH:11][C:10]2[N:9]([CH2:7][CH3:8])[C:21]3[C:16]([C:15]=2[CH:14]=1)=[CH:17][C:18]([CH:22]=[O:23])=[CH:19][CH:20]=3)=[O:26] |f:0.1.2.3.4.5,11.12.13|. Procedure: LiAlH4 (2.15 g, 56.3 mmol) is added portionwise to a suspension of N-ethylcarbazole-3,6-dicarboxylic acid (5.7 g, 20.12 mmol) in 160 ml of anhydrous THF cooled to 0° C. The suspension is stirred for 1 h 30 min at room temperature and then 1 hour under reflux. After cooling to 0° C., the excess hydride is hydrolyzed with a little water and the salts are filtered off. The filtrate is evaporated to dryness and dried under vacuum to give a yellow solid. The latter is suspended in dichloromethane in ...